describe an organic reaction: reactants, conditions, products, and yield From a dataset of the Open Reaction Database (ORD), a public repository of structured organic reaction records. Starting materials: C1(=CC=CC=C1)O (phenol), FF (fluorine), resultant mixture, COCC(C)O (propylene glycol monomethyl ether), epoxy, CC(N=C=NC(C)C)C (DIC). Yields the product C(C)(=O)OC(COC)C (propylene glycol monomethyl ether acetate). RXN SMILES: [C:1]1([OH:7])C=CC=C[CH:2]=1.CC(C)N=C=NC(C)C.FF.[CH3:19][O:20][CH2:21][CH:22]([OH:24])[CH3:23]>>[C:1]([O:24][CH:22]([CH3:23])[CH2:21][O:20][CH3:19])(=[O:7])[CH3:2]. Reported procedure: To 1.0 g of a commercially available phenol novolac resin (manufactured by Gunei Chemical Industry Co., Ltd.), 0.2 g of an epoxy-based cross-linking agent (manufactured by Tohto Kasei Co., Ltd., trade name: YH434L) and 0.003 g of a surfactant (manufactured by DIC Corporation, product name: MEGAFAC [registered trademark] R-30, composed of a fluorine-based surfactant) were added. The resultant mixture was dissolved in 6.7 g of propylene glycol monomethyl ether and 15.6 g of propylene glycol monome... Starting materials: C(C)OC(=O)C1=CC(=NC2=C(C=CC=C12)Br)C (8-Bromo-2-methylquinoline4-carboxylic acid ethyl ester), [Cl-].[Li+] (lithium chloride), C(C)[Sn](CC)(CC)CC (tetraethyltin). Reagents/catalysts: C1=CC=C(C=C1)P(C2=CC=CC=C2)C3=CC=CC=C3.C1=CC=C(C=C1)P(C2=CC=CC=C2)C3=CC=CC=C3.Cl[Pd]Cl (bis(triphenylphosphine)palladium (II) chloride). Solvent: CN(C=O)C (dimethylformamide). Reaction conditions: temperature 100 celsius. Product: C(C)OC(=O)C1=CC(=NC2=C(C=CC=C12)CC)C (8-Ethyl-2-methylquinoline-4-carboxylic Acid Ethyl Ester). Isolated yield 52.0%. As a reaction SMILES: [CH2:1]([O:3][C:4]([C:6]1[C:15]2[C:10](=[C:11](Br)[CH:12]=[CH:13][CH:14]=2)[N:9]=[C:8]([CH3:17])[CH:7]=1)=[O:5])[CH3:2].[Cl-].[Li+].[CH2:20]([Sn](CC)(CC)CC)[CH3:21]>CN(C)C=O.C1C=CC(P(C2C=CC=CC=2)C2C=CC=CC=2)=CC=1.C1C=CC(P(C2C=CC=CC=2)C2C=CC=CC=2)=CC=1.Cl[Pd]Cl>[CH2:1]([O:3][C:4]([C:6]1[C:15]2[C:10](=[C:11]([CH2:20][CH3:21])[CH:12]=[CH:13][CH:14]=2)[N:9]=[C:8]([CH3:17])[CH:7]=1)=[O:5])[CH3:2] |f:1.2,5.6.7|. Procedure details: 8-Bromo-2-methylquinoline4-carboxylic acid ethyl ester (0.5 g), lithium chloride (0.216 g), tetraethyltin (0.435 g) and bis(triphenylphosphine)palladium (II) chloride (0.05 g) were combined in dimethylformamide (20 ml) and heated at 100° C. for 24 h. Solvent was removed at reduced pressure, the residue dissolved in dichloromethane and filtered. Solvent was removed at reduced pressure and the residue column chromatographed (silica gel, 5% diethyl ether/pentane) to give the title compound (0.215 g... The reactants are C[C@]12CC[C@@]3([C@@H]([C@H]2CC[C@@H]2[C@]4(CC=C(C([C@@H]4CC[C@@]12C)(C)C)C1=CC=C(C(=O)OC)C=C1)C)[C@@H](CC3)C(=C)C)NCCN3CCNCC3 (methyl 4-((1R,3aS,5aR,5bR,7aR,11aS,11bR,13aR,13bR)-5a,5b,8,8,11a-pentamethyl-3a-((2-(piperazin-1-yl)ethyl)amino)-1-(prop-1-en-2-yl)-2,3,3a,4,5,5a,5b,6,7,7a,8,11,11a,11b,12,13,13a,13b-octadecahydro-1H-cyclopenta[a]chrysen-9-yl)benzoate), CC1(CC1)C(=O)O (1-methylcyclopropane-1-carboxylic acid). Yields the product C[C@]12CC[C@@]3([C@@H]([C@H]2CC[C@@H]2[C@]4(CC=C(C([C@@H]4CC[C@@]12C)(C)C)C1=CC=C(C(=O)O)C=C1)C)[C@@H](CC3)C(=C)C)NCCN3CCN(CC3)C(=O)C3(CC3)C (4-((1R,3aS,5aR,5bR,7aR,11aS,11bR,13aR,13bR)-5a,5b,8,8,11a-pentamethyl-3a-((2-(4-(1-methylcyclopropanecarbonyl)piperazin-1-yl)ethyl)amino)-1-(prop-1-en-2-yl)-2,3,3a,4,5,5a,5b,6,7,7a,8,11,11a,11b,12,13,13a,13b-octadecahydro-1H-cyclopenta[a]chrysen-9-yl)benzoic acid). Reaction SMILES: [CH3:1][C@:2]12[C@@:19]3([CH3:20])[C@@H:10]([C@:11]4([CH3:33])[C@@H:16]([CH2:17][CH2:18]3)[C:15]([CH3:22])([CH3:21])[C:14]([C:23]3[CH:32]=[CH:31][C:26]([C:27]([O:29]C)=[O:28])=[CH:25][CH:24]=3)=[CH:13][CH2:12]4)[CH2:9][CH2:8][C@@H:7]1[C@H:6]1[C@H:34]([C:37]([CH3:39])=[CH2:38])[CH2:35][CH2:36][C@:5]1([NH:40][CH2:41][CH2:42][N:43]1[CH2:48][CH2:47][NH:46][CH2:45][CH2:44]1)[CH2:4][CH2:3]2.[CH3:49][C:50]1([C:53]([OH:55])=O)[CH2:52][CH2:51]1>>[CH3:1][C@:2]12[C@@:19]3([CH3:20])[C@@H:10]([C@:11]4([CH3:33])[C@@H:16]([CH2:17][CH2:18]3)[C:15]([CH3:21])([CH3:22])[C:14]([C:23]3[CH:32]=[CH:31][C:26]([C:27]([OH:29])=[O:28])=[CH:25][CH:24]=3)=[CH:13][CH2:12]4)[CH2:9][CH2:8][C@@H:7]1[C@H:6]1[C@H:34]([C:37]([CH3:39])=[CH2:38])[CH2:35][CH2:36][C@:5]1([NH:40][CH2:41][CH2:42][N:43]1[CH2:44][CH2:45][N:46]([C:53]([C:50]3([CH3:49])[CH2:52][CH2:51]3)=[O:55])[CH2:47][CH2:48]1)[CH2:4][CH2:3]2. Procedure details: The title compound (0.9 mg) was prepared from methyl 4-((1R,3aS,5aR,5bR,7aR,11aS,11bR,13aR,13bR)-5a,5b,8,8,11a-pentamethyl-3a-((2-(piperazin-1-yl)ethyl)amino)-1-(prop-1-en-2-yl)-2,3,3a,4,5,5a,5b,6,7,7a,8,11,11a,11b,12,13,13a,13b-octadecahydro-1H-cyclopenta[a]chrysen-9-yl)benzoate following the general procedure as described above using 1-methylcyclopropane-1-carboxylic acid as the acylating agent. LCMS: m/e 724.8 (M+H)+, 4.49 min (method 15). 1H NMR (500 MHz, METHANOL-d4) δ 7.89 (d, J=8.2 Hz, 2H...